This data is from the Open Reaction Database (ORD), a public repository of structured organic reaction records. The task is: describe an organic reaction: reactants, conditions, products, and yield Reactants: stock solution, BrC1=C(C#N)C=CC=C1 (2-bromobenzonitrile), C(C=C)(=O)OCC (ethyl acrylate), C(C)(=O)[O-].[Na+] (sodium acetate). Reagents/catalysts: [Pd] (Pd). Solvent: CN(C)C=O (DMF). Run at temperature 130 celsius, time 3 hour. Product: C(#N)C1=C(C=CC(=O)OCC)C=CC=C1 (ethyl o-cyanocinnamate). The yield is 44.6%. Reaction SMILES: Br[C:2]1[CH:9]=[CH:8][CH:7]=[CH:6][C:3]=1[C:4]#[N:5].[C:10]([O:14][CH2:15][CH3:16])(=[O:13])[CH:11]=[CH2:12].C([O-])(=O)C.[Na+]>[Pd].CN(C=O)C>[C:4]([C:3]1[CH:6]=[CH:7][CH:8]=[CH:9][C:2]=1[CH:12]=[CH:11][C:10]([O:14][CH2:15][CH3:16])=[O:13])#[N:5] |f:2.3|. Procedure: 0.67 ml of the stock solution from Example 52, 3.05 g (16.8 mmols) of 2-bromobenzonitrile, 1.99 ml (18.4 mmols) of ethyl acrylate and 1.50 g (18.4 mmols) of anhydrous sodium acetate are added, under argon, to 16.3 ml of DMF, and the reaction mixture is stirred at 130° C. for 3 hours. After working up as described in Example 1, the crude product is recrystallised from a mixture of pentane and carbon tetrachloride. 1.5 g (7.5 mmols) of ethyl o-cyanocinnamate are obtained in the form of white cryst...